Dataset: the Open Reaction Database (ORD), a public repository of structured organic reaction records. Task: describe an organic reaction: reactants, conditions, products, and yield Reactants: FC1=C(C=C(C=C1)F)C(C=1C(=CC(=NC1)C(=O)O)C)S(=O)(=O)C1=CC=C(C=C1)F (5-[(2,5-difluorophenyl)[(4-fluorophenyl)sulfonyl]methyl]-4-methylpyridine-2-carboxylic acid), Cl.CN (methylamine hydrochloride), ON1N=NC2=C1C=CC=C2 (1-hydroxybenzotriazole), CN1CCOCC1 (4-methylmorpholine), Cl.C(C)N=C=NCCCN(C)C (1-ethyl-3-(3-dimethylaminopropyl)carbodiimide hydrochloride). Yield: 68.0%. Conditions: time 2 hour. Yields the product FC1=C(C=C(C=C1)F)C(C=1C(=CC(=NC1)C(=O)NC)C)S(=O)(=O)C1=CC=C(C=C1)F (5-[(2,5-difluorophenyl)[(4-fluorophenyl)sulfonyl]methyl]-N, 4-dimethylpyridine-2-carboxamide). As a reaction SMILES: [F:1][C:2]1[CH:7]=[CH:6][C:5]([F:8])=[CH:4][C:3]=1[CH:9]([S:20]([C:23]1[CH:28]=[CH:27][C:26]([F:29])=[CH:25][CH:24]=1)(=[O:22])=[O:21])[C:10]1[C:11]([CH3:19])=[CH:12][C:13]([C:16]([OH:18])=O)=[N:14][CH:15]=1.Cl.CN.O[N:34]1[C:38]2C=CC=CC=2N=N1.CN1CCOCC1.Cl.C(N=C=NCCCN(C)C)C>C(Cl)Cl.O>[F:1][C:2]1[CH:7]=[CH:6][C:5]([F:8])=[CH:4][C:3]=1[CH:9]([S:20]([C:23]1[CH:28]=[CH:27][C:26]([F:29])=[CH:25][CH:24]=1)(=[O:21])=[O:22])[C:10]1[C:11]([CH3:19])=[CH:12][C:13]([C:16]([NH:34][CH3:38])=[O:18])=[N:14][CH:15]=1 |f:1.2,5.6|. Solvent: O (water), C(Cl)Cl (methylene chloride). Procedure details: To a solution of 5-[(2,5-difluorophenyl)[(4-fluorophenyl)sulfonyl]methyl]-4-methylpyridine-2-carboxylic acid (105 mg, 0.25 mmol) in methylene chloride (3 ml), methylamine hydrochloride (19 mg, 0.28 mmol), 1-hydroxybenzotriazole (37 mg, 0.28 mmol), 4-methylmorpholine (0.061 ml, 0.55 mmol), and 1-ethyl-3-(3-dimethylaminopropyl)carbodiimide hydrochloride (53 mg, 0.28 mmol) were added at room temperature. After stirring for 2 hours at room temperature, water was added to the reaction mixture, and th... Starting materials: FC(C(=O)[O-])(F)F.C(C)(=O)O[C@@]1(C(OCC2=C1C=C1C=3N=C4C(=C(C3CN1C2=O)CC[Si](CCC[NH3+])(C)C)C=CC=C4)=O)CC (trifluoroacetate (4S)-3-{[2-(4-acetoxy-4-ethyl-3,13-dioxo-3,4,12,13-tetrahydro-1H-2-oxa-6,12a-diaza-dibenzo[b,h]fluoren-11-yl)-ethyl]-dimethylsilanyl}-propylammonium), C1(=CC=CC=C1)N=C=O (phenyl isocyanate). Yields the product C[Si](CCC1=C2C(=NC=3C4=CC5=C(C(N4CC13)=O)COC([C@@]5(CC)OC(C)=O)=O)C=CC=C2)(CCCNC(=O)NC2=CC=CC=C2)C (acetic acid (4S)-11-(2-{dimethyl-[3-(3-phenylureido)-propyl]-silanyl}-ethyl)-4-ethyl-3,13-dioxo-3,4,12,13-tetrahydro-1H-2-oxa-6,12a-diaza-dibenzo[b,h]fluoren-4-yl ester). Reaction SMILES: FC(F)(F)C([O-])=O.[C:8]([O:11][C@@:12]1([CH2:44][CH3:45])[C:17]2[CH:18]=[C:19]3[N:27]([C:28](=[O:29])[C:16]=2[CH2:15][O:14][C:13]1=[O:43])[CH2:26][C:25]1[C:24]([CH2:30][CH2:31][Si:32]([CH3:38])([CH3:37])[CH2:33][CH2:34][CH2:35][NH3+:36])=[C:23]2[CH:39]=[CH:40][CH:41]=[CH:42][C:22]2=[N:21][C:20]3=1)(=[O:10])[CH3:9].[C:46]1([N:52]=[C:53]=[O:54])[CH:51]=[CH:50][CH:49]=[CH:48][CH:47]=1>>[CH3:38][Si:32]([CH3:37])([CH2:33][CH2:34][CH2:35][NH:36][C:53]([NH:52][C:46]1[CH:51]=[CH:50][CH:49]=[CH:48][CH:47]=1)=[O:54])[CH2:31][CH2:30][C:24]1[C:25]2[CH2:26][N:27]3[C:19](=[CH:18][C:17]4[C@@:12]([O:11][C:8](=[O:10])[CH3:9])([CH2:44][CH3:45])[C:13](=[O:43])[O:14][CH2:15][C:16]=4[C:28]3=[O:29])[C:20]=2[N:21]=[C:22]2[CH:42]=[CH:41][CH:40]=[CH:39][C:23]=12 |f:0.1|. Procedure details: The required product was prepared according to Procedure E, above, using Compound 21 and phenyl isocyanate. The required product was obtained in 50% yield. Starting materials: Cc1ccc2c(N3CCCC(CN(Cc4ccccc4)C(=O)[O-])C3)nc(-c3ccccc3O)nc2c1, CCO. Product: Cc1ccc2c(N3CCCC(CN)C3)nc(-c3ccccc3O)nc2c1. As a reaction SMILES: [CH2:1]([c:5]1[cH:6][cH:7][cH:9][cH:10][cH:11]1)[N:8]([C:2](=[O:3])[O-:4])[CH2:12][CH:13]1[CH2:14][N:15]([c:19]2[n:20][c:21](-[c:30]3[c:31]([OH:36])[cH:32][cH:33][cH:34][cH:35]3)[n:22][c:23]3[cH:24][c:25]([CH3:29])[cH:26][cH:27][c:28]23)[CH2:16][CH2:17][CH2:18]1.[CH3:37][CH2:38][OH:39]>>[NH2:8][CH2:12][CH:13]1[CH2:14][N:15]([c:19]2[n:20][c:21](-[c:30]3[c:31]([OH:36])[cH:32][cH:33][cH:34][cH:35]3)[n:22][c:23]3[cH:24][c:25]([CH3:29])[cH:26][cH:27][c:28]23)[CH2:16][CH2:17][CH2:18]1. The reactants are FC1=CC=C(C=C1)C1=CC=C(C=C1)[C@H](C)N1C(O[C@](CC1)(C1=CC=CC=C1)CCC(=O)O)=O (3-((R)-3-((S)-1-(4′-fluorobiphenyl-4-yl)ethyl)-2-oxo-6-phenyl-1,3-oxazinan-6-yl)propanoic acid), C=1C=CC2=C(C1)N=NN2O (HOBT), CCN=C=NCCCN(C)C.Cl (EDCl), CCN(C(C)C)C(C)C (DIEA). Solvent: C(Cl)Cl (CH2Cl2). Product: FC1=CC=C(C=C1)C1=CC=C(C=C1)[C@H](C)N1C(O[C@](CC1)(C1=CC=CC=C1)CCC(=O)N)=O (3-((R)-3-((S)-1-(4′-fluorobiphenyl-4-yl)ethyl)-2-oxo-6-phenyl-1,3-oxazinan-6-yl)propanamide). Isolated yield 46.8%. Reaction SMILES: [F:1][C:2]1[CH:7]=[CH:6][C:5]([C:8]2[CH:13]=[CH:12][C:11]([C@@H:14]([N:16]3[CH2:21][CH2:20][C@:19]([CH2:28][CH2:29][C:30](O)=[O:31])([C:22]4[CH:27]=[CH:26][CH:25]=[CH:24][CH:23]=4)[O:18][C:17]3=[O:33])[CH3:15])=[CH:10][CH:9]=2)=[CH:4][CH:3]=1.C1C=CC2N(O)N=[N:40]C=2C=1.CCN=C=NCCCN(C)C.Cl.CCN(C(C)C)C(C)C>C(Cl)Cl>[F:1][C:2]1[CH:7]=[CH:6][C:5]([C:8]2[CH:13]=[CH:12][C:11]([C@@H:14]([N:16]3[CH2:21][CH2:20][C@:19]([CH2:28][CH2:29][C:30]([NH2:40])=[O:31])([C:22]4[CH:27]=[CH:26][CH:25]=[CH:24][CH:23]=4)[O:18][C:17]3=[O:33])[CH3:15])=[CH:10][CH:9]=2)=[CH:4][CH:3]=1 |f:2.3|. Procedure details: A mixture of 3-((R)-3-((S)-1-(4′-fluorobiphenyl-4-yl)ethyl)-2-oxo-6-phenyl-1,3-oxazinan-6-yl)propanoic acid (500 mg, 1.12 mmol), HOBT (302 mg, 2.24 mmol), EDCl (440 mg, 2.24 mmol) and DIEA (1 mL) in anhydrous CH2Cl2 (10 mL) were stirred at 0□ under NH3. Then the solution was stirred at rt overnight. The solvent was removed under reduced pressure, and the residue was purified by preparative HPLC to afford 3-((R)-3-((S)-1-(4′-fluorobiphenyl-4-yl)ethyl)-2-oxo-6-phenyl-1,3-oxazinan-6-yl)propanamide ... Starting materials: CNC (dimethylamine), ClC1=NC=CC(=N1)C1=CC=C(C(=O)O)C=C1 (4-[2-chloro-pyrimidin-4-yl]-benzoic acid). Product: CN(C1=NC=CC(=N1)C1=CC=C(C(=O)O)C=C1)C (4-(2-dimethylamino-pyrimidin-4-yl)-benzoic acid). RXN SMILES: [CH3:1][NH:2][CH3:3].Cl[C:5]1[N:10]=[C:9]([C:11]2[CH:19]=[CH:18][C:14]([C:15]([OH:17])=[O:16])=[CH:13][CH:12]=2)[CH:8]=[CH:7][N:6]=1>>[CH3:1][N:2]([CH3:3])[C:5]1[N:10]=[C:9]([C:11]2[CH:19]=[CH:18][C:14]([C:15]([OH:17])=[O:16])=[CH:13][CH:12]=2)[CH:8]=[CH:7][N:6]=1. Procedure: Using dimethylamine and 4-[2-chloro-pyrimidin-4-yl]-benzoic acid as substrates. MS (ion spray) m/z 244 (M+H)+.